This data is from the Open Reaction Database (ORD), a public repository of structured organic reaction records. The task is: describe an organic reaction: reactants, conditions, products, and yield Starting materials: CCO, O=C1OC(c2ccccc2)c2ccccc21. Yields the product O=C(O)c1ccccc1Cc1ccccc1. As a reaction SMILES: [CH3:17][CH2:18][OH:19].[c:1]1([CH:7]2[O:8][C:9](=[O:10])[c:11]3[cH:12][cH:13][cH:14][cH:15][c:16]32)[cH:2][cH:3][cH:4][cH:5][cH:6]1>>[c:1]1([CH2:7][c:16]2[c:11]([C:9](=[O:8])[OH:10])[cH:12][cH:13][cH:14][cH:15]2)[cH:2][cH:3][cH:4][cH:5][cH:6]1. The reactants are Cl.ClC=1N=C(C2=C(N1)CNC2)N2[C@H](COCC2)C ((S)-4-(2-chloro-6,7-dihydro-5H-pyrrolo[3,4-d]pyrimidin-4-yl)-3-methylmorpholine hydrochloride), Cl.ClC=1N=C(C2=C(N1)CNC2)N2[C@H](COCC2)C ((S)-4-(2-chloro-6,7-dihydro-5H-pyrrolo[3,4-d]pyrimidin-4-yl)-3-methylmorpholine hydrochloride), C(=O)(C(F)(F)F)O (TFA), CC(=O)C (acetone), C(C)(=O)O[BH-](OC(C)=O)OC(C)=O.[Na+] (sodium triacetoxyborohydride). Reagents/catalysts: C(C)(=O)O (acetic acid). The solvent is C1CCOC1 (THF). Run at time 30 minute. Yields the product ClC=1N=C(C2=C(N1)CN(C2)C(C)C)N2[C@H](COCC2)C ((S)-4-(2-chloro-6-isopropyl-6,7-dihydro-5H-pyrrolo[3,4-d]pyrimidin-4-yl)-3-methylmorpholine). As a reaction SMILES: Cl.[Cl:2][C:3]1[N:4]=[C:5]([N:12]2[CH2:17][CH2:16][O:15][CH2:14][C@@H:13]2[CH3:18])[C:6]2[CH2:11][NH:10][CH2:9][C:7]=2[N:8]=1.C(O)(C(F)(F)F)=O.[CH3:26][C:27]([CH3:29])=O.C(O[BH-](OC(=O)C)OC(=O)C)(=O)C.[Na+]>C1COCC1.C(O)(=O)C>[Cl:2][C:3]1[N:4]=[C:5]([N:12]2[CH2:17][CH2:16][O:15][CH2:14][C@@H:13]2[CH3:18])[C:6]2[CH2:11][N:10]([CH:27]([CH3:29])[CH3:26])[CH2:9][C:7]=2[N:8]=1 |f:0.1,4.5|. Procedure: To a stirred solution of (S)-4-(2-chloro-6,7-dihydro-5H-pyrrolo[3,4-d]pyrimidin-4-yl)-3-methylmorpholine (intermediate 6) as a TFA salt (820 mg, 2.0 mmol) in anhydrous THF (5 ml) was added anhydrous acetone (500 μl) and glacial acetic acid (four drops). The reaction was stirred at RT for 30 minutes after which time sodium triacetoxyborohydride (848 mg, 4.0 mmols) was added. After stirring for a further 30 minutes at RT, the reaction was partitioned between water and DCM. The aqueous phase was ex...